Task: describe an organic reaction: reactants, conditions, products, and yield. Dataset: the Open Reaction Database (ORD), a public repository of structured organic reaction records The reactants are C1(CCCC1)C1C(C2=C(C(=C(C=C2CC1)OCC#N)Cl)Cl)=O (2-cyclopentyl-6-cyanomethoxy-7,8-dichloro-1- tetralone), [N-]=[N+]=[N-].[Na+] (sodium azide), [Cl-].[NH4+] (ammonium chloride), ice water, Cl (HCl). Solvent: CN(C)C=O (DMF). Product: C1(CCCC1)C1C(C2=C(C(=C(C=C2CC1)OCC1=NN=NN1)Cl)Cl)=O (2-cyclopentyl-6-(5-tetrazolylmethoxy)- 7,8-dichloro-1-tetralone). Reaction SMILES: [CH:1]1([CH:6]2[CH2:15][CH2:14][C:13]3[C:8](=[C:9]([Cl:21])[C:10]([Cl:20])=[C:11]([O:16][CH2:17][C:18]#[N:19])[CH:12]=3)[C:7]2=[O:22])[CH2:5][CH2:4][CH2:3][CH2:2]1.[N-:23]=[N+:24]=[N-:25].[Na+].[Cl-].[NH4+].Cl>CN(C=O)C>[CH:1]1([CH:6]2[CH2:15][CH2:14][C:13]3[C:8](=[C:9]([Cl:21])[C:10]([Cl:20])=[C:11]([O:16][CH2:17][C:18]4[NH:25][N:24]=[N:23][N:19]=4)[CH:12]=3)[C:7]2=[O:22])[CH2:2][CH2:3][CH2:4][CH2:5]1 |f:1.2,3.4|. Reported procedure: To 2-cyclopentyl-6-cyanomethoxy-7,8-dichloro-1- tetralone (5.6 g., 0.0165 mole) in DMF (25 ml.) is added sodium azide (12.6 g., 0.0194 mole) and ammonium chloride (1.05 g., 0.0194 mole). The mixture is heated at 85°-90° C. for one hour, cooled and poured into ice water. The mixture is acidified with 6 N HCl. The dark gummy solid that forms is triturated with butyl chloride to obtain a solid, which is crystallized from a mixture of butyl chloride and methanol to obtain 2-cyclopentyl-6-(5-tetrazol...